Dataset: the Open Reaction Database (ORD), a public repository of structured organic reaction records. Task: describe an organic reaction: reactants, conditions, products, and yield Reactants: C(C1=CC=CC=C1)(=O)N1CC(C1)COC1=CC(=C(C(=O)OC)C=C1C1CC1)F (methyl 4-((1-benzoylazetidin-3-yl)methoxy)-5-cyclopropyl-2-fluorobenzoate), [OH-].[Li+] (lithium hydroxide). Solvent: C1CCOC1 (THF), O (H2O). Conditions: time 18 hour. The product is C(C1=CC=CC=C1)(=O)N1CC(C1)COC1=CC(=C(C(=O)O)C=C1C1CC1)F (4-((1-benzoylazetidin-3-yl)methoxy)-5-cyclopropyl-2-fluorobenzoic acid). The yield is 75.2%. As a reaction SMILES: [C:1]([N:9]1[CH2:12][CH:11]([CH2:13][O:14][C:15]2[C:24]([CH:25]3[CH2:27][CH2:26]3)=[CH:23][C:18]([C:19]([O:21]C)=[O:20])=[C:17]([F:28])[CH:16]=2)[CH2:10]1)(=[O:8])[C:2]1[CH:7]=[CH:6][CH:5]=[CH:4][CH:3]=1.[OH-].[Li+]>C1COCC1.O>[C:1]([N:9]1[CH2:10][CH:11]([CH2:13][O:14][C:15]2[C:24]([CH:25]3[CH2:26][CH2:27]3)=[CH:23][C:18]([C:19]([OH:21])=[O:20])=[C:17]([F:28])[CH:16]=2)[CH2:12]1)(=[O:8])[C:2]1[CH:7]=[CH:6][CH:5]=[CH:4][CH:3]=1 |f:1.2|. Procedure: A mixture of methyl 4-((1-benzoylazetidin-3-yl)methoxy)-5-cyclopropyl-2-fluorobenzoate (70 mg, 0.18 mmol) and lithium hydroxide (22 mg, 0.91 mmol) in THF (5 mL) and H2O (10 ml) was stirred at room temperature for 18 h. The mixture was quenched with HCl (1N, 2 mL) and extracted with ethyl acetate (10 mL×3). The combined organic layers were washed with brine, dried over anhydrous sodium sulfate, filtered and concentrated to get the target compound (50 mg, 74%) as a yellow solid. LCMS (ESI) m/z: 37... Solvent: CO (methanol). Isolated yield 82.2%. The reagents and catalysts are [C].[Pd] (palladium-carbon). Run at time 5 hour. Reaction SMILES: [CH2:1]([N:3]([CH2:31][CH3:32])[CH2:4][CH2:5][N:6]1[CH:15]([C:16]2[CH:21]=[CH:20][CH:19]=[C:18]([O:22]CC3C=CC=CC=3)[CH:17]=2)[C:14]2[C:9](=[CH:10][CH:11]=[CH:12][CH:13]=2)[NH:8][C:7]1=[O:30])[CH3:2]>CO.[C].[Pd]>[CH2:31]([N:3]([CH2:1][CH3:2])[CH2:4][CH2:5][N:6]1[CH:15]([C:16]2[CH:21]=[CH:20][CH:19]=[C:18]([OH:22])[CH:17]=2)[C:14]2[C:9](=[CH:10][CH:11]=[CH:12][CH:13]=2)[NH:8][C:7]1=[O:30])[CH3:32] |f:2.3|. Yields the product C(C)N(CCN1C(NC2=CC=CC=C2C1C1=CC(=CC=C1)O)=O)CC (3-[2-(diethylamino)ethyl]-4-(3-hydroxy-phenyl)-3,4-dihydro-2(1H)-quinazolinone). Reactants: C(C)N(CCN1C(NC2=CC=CC=C2C1C1=CC(=CC=C1)OCC1=CC=CC=C1)=O)CC (3-[2(diethylamino)ethyl]-4-(3-benzyloxyphenyl)-3,4-dihydro-2(1H)-quinazolinone). Procedure details: To a solution of 2.0 g (4.66 mmol) of 3-[2(diethylamino)ethyl]-4-(3-benzyloxyphenyl)-3,4-dihydro-2(1H)-quinazolinone in 100 mL of methanol was added 200 mg of 5 % palladium-carbon, and the mixture was stirred for 5 hours under a hydrogen atmosphere at ambient temperature. The reaction mixture was filtered through cerite, and the filtrate was concentrated in vacuo. The crystals formed was recrystallized from methanol to give 1.30 g (3.83 mmol) of the title compound. Solvent: C1(=CC=CC=C1)C (Toluene). Yield: 35.2%. Reported procedure: A mixed solution of 5.0 g of 5-chloro-2-cyano-phenol and 6.0 g of R-(-)-epichlorohydrin was heated at 120° C. for 2 hours under a nitrogen stream. Toluene (50 ml), 0.1 g of benzyl triethylammonium chloride and 20 ml of a 30% sodium hydroxide were added, and the mixture was stirred at room temperature for 2 hours. The organic layer was separated and dried over magnesium sulfate. The solvent was then evaporated. Ethanol was added to the residue to crystallize it. The crystals were then recrystrall... Reactants: [OH-].[Na+] (sodium hydroxide), ClC=1C=CC(=C(C1)O)C#N (5-chloro-2-cyano-phenol), C1[C@@H](O1)CCl (R-(-)-epichlorohydrin). Reagents/catalysts: [Cl-].C(C1=CC=CC=C1)[N+](CC)(CC)CC (benzyl triethylammonium chloride). Reaction conditions: time 2 hour. As a reaction SMILES: [Cl:1][C:2]1[CH:3]=[CH:4][C:5]([C:9]#[N:10])=[C:6]([OH:8])[CH:7]=1.[CH2:11]1[O:13][C@H:12]1[CH2:14]Cl.[OH-].[Na+]>[Cl-].C([N+](CC)(CC)CC)C1C=CC=CC=1.C1(C)C=CC=CC=1>[Cl:1][C:2]1[CH:3]=[CH:4][C:5]([C:9]#[N:10])=[C:6]([CH:7]=1)[O:8][CH2:14][C@H:12]1[O:13][CH2:11]1 |f:2.3,4.5|. Yields the product ClC=1C=CC(=C(OC[C@@H]2CO2)C1)C#N ((2S)-(+)-(5-chloro-2-cyanophenoxy)-2,3-epoxypropane). The reactants are [Li+].[OH-] (LiOH), C(C)OC(C(OC)C1=C(C=C(C=C1F)OCC)F)=O ((4-ethoxy-2,6-difluoro-phenyl)-methoxy-acetic acid ethyl ester), Cl (HCl). Run in CO (methanol), C1CCOC1 (THF). Run at time 4 hour. Product: C(C)OC1=CC(=C(C(=C1)F)C(C(=O)O)OC)F ((4-Ethoxy-2,6-difluoro-phenyl)-methoxy-acetic acid). The yield is 97.5%. RXN SMILES: C([O:3][C:4](=[O:19])[CH:5]([C:8]1[C:13]([F:14])=[CH:12][C:11]([O:15][CH2:16][CH3:17])=[CH:10][C:9]=1[F:18])[O:6][CH3:7])C.[Li+].[OH-].Cl>C1COCC1.CO>[CH2:16]([O:15][C:11]1[CH:10]=[C:9]([F:18])[C:8]([CH:5]([O:6][CH3:7])[C:4]([OH:19])=[O:3])=[C:13]([F:14])[CH:12]=1)[CH3:17] |f:1.2|. Procedure details: To (4-ethoxy-2,6-difluoro-phenyl)-methoxy-acetic acid ethyl ester (4.0 g, 14.58 mmol, 1.0 equiv), dissolved in THF (75 mL) and methanol (15 mL), was added a solution of 1 M LiOH (17.5 mL) and the reaction mixture stirred at rt for 4 h. A solution of 1 M HCl (25 mL) was added, the organic solvents removed by evaporation under reduced pressure and the residue extracted with ethyl acetate. The organic layer was washed with water, dried over Na2SO4 and concentrated by evaporation under reduced press... The reactants are CCO, CC(C)NC(C)C, C1CCC(NCC2CC2)CC1, Cc1cc(S(=O)(=O)NCCC(=O)OC(C)(C)C)ccc1NC(=O)c1cc(Cl)ncn1, O. Yields the product Cc1cc(S(=O)(=O)NCCC(=O)OC(C)(C)C)ccc1NC(=O)c1cc(N(CC2CC2)C2CCCCC2)ncn1. Reaction SMILES: [CH3:50][CH2:51][OH:52].[CH:31]([NH:32][CH:33]([CH3:34])[CH3:35])([CH3:36])[CH3:37].[CH:38]1([CH2:41][NH:42][CH:43]2[CH2:44][CH2:45][CH2:46][CH2:47][CH2:48]2)[CH2:39][CH2:40]1.[Cl:1][c:2]1[cH:3][c:4]([C:8](=[O:9])[NH:10][c:11]2[c:12]([CH3:30])[cH:13][c:14]([S:17](=[O:18])(=[O:19])[NH:20][CH2:21][CH2:22][C:23](=[O:24])[O:25][C:26]([CH3:27])([CH3:28])[CH3:29])[cH:15][cH:16]2)[n:5][cH:6][n:7]1.[OH2:49]>>[c:2]1([N:42]([CH2:41][CH:38]2[CH2:39][CH2:40]2)[CH:43]2[CH2:44][CH2:45][CH2:46][CH2:47][CH2:48]2)[cH:3][c:4]([C:8](=[O:9])[NH:10][c:11]2[c:12]([CH3:30])[cH:13][c:14]([S:17](=[O:18])(=[O:19])[NH:20][CH2:21][CH2:22][C:23](=[O:24])[O:25][C:26]([CH3:27])([CH3:28])[CH3:29])[cH:15][cH:16]2)[n:5][cH:6][n:7]1. Reactants: C(C)(C)(C)N(NC(C1=C(C(=CC=C1)OC)CSC)=O)C(C1=CC(=CC(=C1)C)C)=O (3-Methoxy-2-methylsulfanylmethyl-benzoic acid N′-tert-butyl-N′-(3,5-dimethyl-benzoyl)-hydrazide), ClC1=CC(=CC=C1)C(=O)OO (m-chloroperbenzoic acid). Solvent: C(Cl)Cl (CH2Cl2). Procedure details: 3-Methoxy-2-methylsulfanylmethyl-benzoic acid N′-tert-butyl-N′-(3,5-dimethyl-benzoyl)-hydrazide in CH2Cl2 was stirred at room temperature with 1.0 eq of m-chloroperbenzoic acid. The reaction was complete within 5 min as indicated by TLC. The reaction mixture was washed with saturated NaHCO3 and the organic layer was stripped under vacuum. The residue was mixed with 1-2 mL of 1:1 ether:hexane and the solution was removed with a pipette, leaving the product which was then dried under vacuum. Reaction SMILES: [C:1]([N:5]([C:20](=[O:29])[C:21]1[CH:26]=[C:25]([CH3:27])[CH:24]=[C:23]([CH3:28])[CH:22]=1)[NH:6][C:7](=[O:19])[C:8]1[CH:13]=[CH:12][CH:11]=[C:10]([O:14][CH3:15])[C:9]=1[CH2:16][S:17][CH3:18])([CH3:4])([CH3:3])[CH3:2].ClC1C=CC=C(C(OO)=[O:38])C=1>C(Cl)Cl>[C:1]([N:5]([C:20](=[O:29])[C:21]1[CH:26]=[C:25]([CH3:27])[CH:24]=[C:23]([CH3:28])[CH:22]=1)[NH:6][C:7](=[O:19])[C:8]1[CH:13]=[CH:12][CH:11]=[C:10]([O:14][CH3:15])[C:9]=1[CH2:16][S:17]([CH3:18])=[O:38])([CH3:4])([CH3:3])[CH3:2]. The product is C(C)(C)(C)N(NC(C1=C(C(=CC=C1)OC)CS(=O)C)=O)C(C1=CC(=CC(=C1)C)C)=O (2-methanesulfinylmethyl-3-methoxy-benzoic acid N′-tert-butyl-N′-(3,5-dimethyl-benzoyl)-hydrazide). Conditions: time 5 minute.